Task: describe an organic reaction: reactants, conditions, products, and yield. Dataset: the Open Reaction Database (ORD), a public repository of structured organic reaction records The reactants are C1CCOC1, Oc1ccccc1, O=C(OCc1ccccc1)N1CC(O)CC1CO, c1ccc(P(c2ccccc2)c2ccccc2)cc1. Yields the product O=C(OCc1ccccc1)N1CC(O)CC1COc1ccccc1. Reaction SMILES: [O:45]1[CH2:46][CH2:47][CH2:48][CH2:49]1.[OH:19][c:20]1[cH:21][cH:22][cH:23][cH:24][cH:25]1.[OH:1][CH:2]1[CH2:3][CH:4]([CH2:17][OH:18])[N:5]([C:7](=[O:8])[O:9][CH2:10][c:11]2[cH:12][cH:13][cH:14][cH:15][cH:16]2)[CH2:6]1.[c:26]1([P:27]([c:28]2[cH:29][cH:30][cH:31][cH:32][cH:33]2)[c:34]2[cH:35][cH:36][cH:37][cH:38][cH:39]2)[cH:40][cH:41][cH:42][cH:43][cH:44]1>>[OH:1][CH:2]1[CH2:3][CH:4]([CH2:17][O:18][c:20]2[cH:21][cH:22][cH:23][cH:24][cH:25]2)[N:5]([C:7](=[O:8])[O:9][CH2:10][c:11]2[cH:12][cH:13][cH:14][cH:15][cH:16]2)[CH2:6]1. The reactants are COC(=O)C1=CC=C(C=C1)B(O)O (4-Methoxycarbonylphenyl boronic acid), BrC=1C=CC(=NC1)C#N (5-bromo-2-pyridinecarbonitrile), tetrakis(triphenyl phosphine)palladium(0), C([O-])([O-])=O.[K+].[K+] (potassium carbonate). Run in C1CCOC1 (THF), C1CCOC1 (THF), O (water), CCOC(=O)C (EtOAc). Reaction conditions: temperature 80 celsius. Product: C(#N)C1=CC=C(C=N1)C1=CC=C(C(=O)OC)C=C1 (Methyl 4-(6-cyano-3-pyridinyl)benzoate). Isolated yield 76.8%. Reaction SMILES: [CH3:1][O:2][C:3]([C:5]1[CH:10]=[CH:9][C:8](B(O)O)=[CH:7][CH:6]=1)=[O:4].Br[C:15]1[CH:16]=[CH:17][C:18]([C:21]#[N:22])=[N:19][CH:20]=1.C(=O)([O-])[O-].[K+].[K+]>C1COCC1.O.CCOC(C)=O>[C:21]([C:18]1[N:19]=[CH:20][C:15]([C:8]2[CH:9]=[CH:10][C:5]([C:3]([O:2][CH3:1])=[O:4])=[CH:6][CH:7]=2)=[CH:16][CH:17]=1)#[N:22] |f:2.3.4|. Procedure details: 4-Methoxycarbonylphenyl boronic acid (0.5 g) and 5-bromo-2-pyridinecarbonitrile (0.5 g) in a mixture of THF (5 ml) and water (5 ml) were treated with tetrakis(triphenyl phosphine)palladium(0) (0.32 g) and potassium carbonate (1 g). A further amount of THF (5 ml) was added and the reaction was heated at 80° C. for 1 h. After cooling the reaction mixture was diluted with EtOAc (30 ml) and washed with saturated aqueous sodium hydrogen carbonate solution. The organic layer was dried (magnesium sulfa... The reactants are C[C@H]1N[C@@H](CC1)C ((2R,5R)-2,5-dimethylpyrrolidine), C([O-])([O-])=O.[K+].[K+] (potassium carbonate), C1(=CC=CC=C1)C(=O)NC1CN(CC(C1)C1=CC=C(C=C1)C(F)(F)F)C(=O)OC1=CC=C(C=C1)[N+](=O)[O-] (4-nitrophenyl 3-[(phenylcarbonyl)amino]-5-[4-(trifluoromethyl)phenyl]piperidine-1-carboxylate). Reported procedure: 80 mg (0.16 mmol) of 4-nitrophenyl 3-[(phenylcarbonyl)amino]-5-[4-(trifluoromethyl)phenyl]piperidine-1-carboxylate were initially charged in 1.7 ml of DMF, and 46 mg (0.47 mmol) of (2R,5R)-2,5-dimethylpyrrolidine and 22 mg (0.16 mmol) of potassium carbonate were added. The mixture was reacted in a microwave (Emrys Optimizer) at 150° C. for 15 min. The crude product was then purified by preparative HPLC (Reprosil C18, water/acetonitrile gradient). Yield: 12 mg (15% of theory) The product is C[C@H]1N([C@@H](CC1)C)C(=O)N1CC(CC(C1)C1=CC=C(C=C1)C(F)(F)F)NC(=O)C1=CC=CC=C1 (N-(1-{[(2R,5R)-2,5-Dimethylpyrrolidin-1-yl]carbonyl}-5-[4-(trifluoromethyl)phenyl]piperidin-3-yl)benzenecarboxamide). Solvent: CN(C)C=O (DMF). As a reaction SMILES: [C:1]1([C:7]([NH:9][CH:10]2[CH2:15][CH:14]([C:16]3[CH:21]=[CH:20][C:19]([C:22]([F:25])([F:24])[F:23])=[CH:18][CH:17]=3)[CH2:13][N:12]([C:26](OC3C=CC([N+]([O-])=O)=CC=3)=[O:27])[CH2:11]2)=[O:8])[CH:6]=[CH:5][CH:4]=[CH:3][CH:2]=1.[CH3:38][C@@H:39]1[CH2:43][CH2:42][C@@H:41]([CH3:44])[NH:40]1.C(=O)([O-])[O-].[K+].[K+]>CN(C=O)C>[CH3:38][C@@H:39]1[CH2:43][CH2:42][C@@H:41]([CH3:44])[N:40]1[C:26]([N:12]1[CH2:13][CH:14]([C:16]2[CH:17]=[CH:18][C:19]([C:22]([F:23])([F:25])[F:24])=[CH:20][CH:21]=2)[CH2:15][CH:10]([NH:9][C:7]([C:1]2[CH:2]=[CH:3][CH:4]=[CH:5][CH:6]=2)=[O:8])[CH2:11]1)=[O:27] |f:2.3.4|. Starting materials: CC(C)([O-])C.[K+] (Potassium t-butoxide), ClC1=CC=C(C=2N3C(=NC21)N(CCC3)C3=C(C=C(C=C3)Cl)Cl)CC#N ([9-chloro-1-(2,4-dichlorophenyl)-1,2,3,4-tetrahydropyrimido[1,2-a]benzimidazol-6-yl]acetonitrile), C(C)I (ethyl iodide). Run in O1CCCC1 (tetrahydrofuran), [Cl-].[NH4+] (ammonium chloride). Conditions: temperature 0 celsius, time 1 hour. Yields the product ClC1=CC=C(C=2N3C(=NC21)N(CCC3)C3=C(C=C(C=C3)Cl)Cl)C(C#N)CC (2-[9-Chloro-1-(2,4-dichlorophenyl)-1,2,3,4-tetrahydropyrimido[1,2-a]benzimidazol-6-yl]butanenitrile). The yield is 37.6%. Reaction SMILES: [CH3:1][C:2](C)([O-])C.[K+].[Cl:7][C:8]1[C:16]2[N:15]=[C:14]3[N:17]([C:21]4[CH:26]=[CH:25][C:24]([Cl:27])=[CH:23][C:22]=4[Cl:28])[CH2:18][CH2:19][CH2:20][N:13]3[C:12]=2[C:11]([CH2:29][C:30]#[N:31])=[CH:10][CH:9]=1.C(I)C>O1CCCC1.[Cl-].[NH4+]>[Cl:7][C:8]1[C:16]2[N:15]=[C:14]3[N:17]([C:21]4[CH:26]=[CH:25][C:24]([Cl:27])=[CH:23][C:22]=4[Cl:28])[CH2:18][CH2:19][CH2:20][N:13]3[C:12]=2[C:11]([CH:29]([CH2:1][CH3:2])[C:30]#[N:31])=[CH:10][CH:9]=1 |f:0.1,5.6|. Reported procedure: Potassium t-butoxide (315 mg, 2.81 mmol) was added to a stirred solution of [9-chloro-1-(2,4-dichlorophenyl)-1,2,3,4-tetrahydropyrimido[1,2-a]benzimidazol-6-yl]acetonitrile (500 mg, 1.28 mmol) and ethyl iodide (499 mg, 3.20 mmol) in tetrahydrofuran (13 mL) at 0° C., and the mixture was stirred at 0° C. for 1 hr. The mixture was diluted with aqueous saturated ammonium chloride, and extracted with ethyl acetate. The combined organic layer was washed with brine, dried over anhydrous magnesium sulfa... Starting materials: Fc1ccc(C(=C(CCCl)c2ccccc2)c2ccc(OCCOCc3ccccc3)cc2)cc1, CC(=O)Cl, Cc1ccccc1. Reaction SMILES: [CH2:1]([c:2]1[cH:3][cH:4][cH:5][cH:6][cH:7]1)[O:8][CH2:9][CH2:10][O:11][c:12]1[cH:13][cH:14][c:15]([C:18](=[C:19]([CH2:20][CH2:21][Cl:22])[c:23]2[cH:24][cH:25][cH:26][cH:27][cH:28]2)[c:29]2[cH:30][cH:31][c:32]([F:35])[cH:33][cH:34]2)[cH:16][cH:17]1.[CH3:36][C:37](=[O:38])[Cl:39].[CH3:40][c:41]1[cH:42][cH:43][cH:44][cH:45][cH:46]1>>[OH:8][CH2:9][CH2:10][O:11][c:12]1[cH:13][cH:14][c:15]([C:18](=[C:19]([CH2:20][CH2:21][Cl:22])[c:23]2[cH:24][cH:25][cH:26][cH:27][cH:28]2)[c:29]2[cH:30][cH:31][c:32]([F:35])[cH:33][cH:34]2)[cH:16][cH:17]1. Product: OCCOc1ccc(C(=C(CCCl)c2ccccc2)c2ccc(F)cc2)cc1.